From a dataset of the Open Reaction Database (ORD), a public repository of structured organic reaction records. describe an organic reaction: reactants, conditions, products, and yield The reactants are C(C1=CC=CC=C1)Br (Benzyl bromide), C1(=CC=CC=C1)C1=CC(=NN1)C(=O)OCC (ethyl 5-phenyl-1H-pyrazole-3-carboxylate), C([O-])([O-])=O.[K+].[K+] (potassium carbonate). Run in CN(C)C=O (DMF), O (water). The product is C(C1=CC=CC=C1)N1N=C(C=C1C1=CC=CC=C1)C(=O)OCC (ethyl 1-benzyl-5-phenyl-1H-pyrazole-3-carboxylate). Yield: 105.8%. As a reaction SMILES: [CH2:1](Br)[C:2]1[CH:7]=[CH:6][CH:5]=[CH:4][CH:3]=1.[C:9]1([C:15]2[NH:19][N:18]=[C:17]([C:20]([O:22][CH2:23][CH3:24])=[O:21])[CH:16]=2)[CH:14]=[CH:13][CH:12]=[CH:11][CH:10]=1.C(=O)([O-])[O-].[K+].[K+]>CN(C=O)C.O>[CH2:1]([N:19]1[C:15]([C:9]2[CH:14]=[CH:13][CH:12]=[CH:11][CH:10]=2)=[CH:16][C:17]([C:20]([O:22][CH2:23][CH3:24])=[O:21])=[N:18]1)[C:2]1[CH:7]=[CH:6][CH:5]=[CH:4][CH:3]=1 |f:2.3.4|. Procedure details: Benzyl bromide (696 mg, 4.01 mmol) was added to ethyl 5-phenyl-1H-pyrazole-3-carboxylate (880 mg, 4.1 mmol) and potassium carbonate (562 mg, 4.01) in DMF (8 mL). The reaction was stirred for several h and then diluted with water. The mixture was washed several times with ethyl acetate and the combine extracts were dried over sodium sulfate. The solvent was removed under reduced pressure and the residue was purified on ISCO using 0-100% ethyl acetate/hexane gradient to give ethyl 1-benzyl-5-pheny... Starting materials: CCCC[N+](CCCC)(CCCC)CCCC, CCOC(C)=O, CCCC(=O)Nc1nn(COCC[Si](C)(C)C)c2cc(Cl)c(-c3ccc(C)cc3)cc12, [F-], C1CCOC1. Product: CCCC(=O)Nc1n[nH]c2cc(Cl)c(-c3ccc(C)cc3)cc12. Reaction SMILES: [CH3:2][CH2:3][CH2:4][CH2:5][N+:6]([CH2:7][CH2:8][CH2:9][CH3:10])([CH2:11][CH2:12][CH2:13][CH3:14])[CH2:15][CH2:16][CH2:17][CH3:18].[CH3:50][CH2:51][O:52][C:53](=[O:54])[CH3:55].[Cl:19][c:20]1[c:21](-[c:43]2[cH:44][cH:45][c:46]([CH3:49])[cH:47][cH:48]2)[cH:22][c:23]2[c:24]([NH:37][C:38]([CH2:39][CH2:40][CH3:41])=[O:42])[n:25][n:26]([CH2:29][O:30][CH2:31][CH2:32][Si:33]([CH3:34])([CH3:35])[CH3:36])[c:27]2[cH:28]1.[F-:1].[O:56]1[CH2:57][CH2:58][CH2:59][CH2:60]1>>[Cl:19][c:20]1[c:21](-[c:43]2[cH:44][cH:45][c:46]([CH3:49])[cH:47][cH:48]2)[cH:22][c:23]2[c:24]([NH:37][C:38]([CH2:39][CH2:40][CH3:41])=[O:42])[n:25][nH:26][c:27]2[cH:28]1. Starting materials: CN1N=C(C=C1C1=CC=CC=C1)C1=CC=CC=C1 (1-methyl-3,5-diphenylpyrazole), CI (methyl iodide). Run in C1=CC=CC=C1 (benzene). The product is [I-].C[N+]=1N(C(=CC1C1=CC=CC=C1)C1=CC=CC=C1)C (1,2-Dimethyl-3,5-diphenylpyrazolium iodide). Isolated yield 15.0%. RXN SMILES: [CH3:1][N:2]1[C:6]([C:7]2[CH:12]=[CH:11][CH:10]=[CH:9][CH:8]=2)=[CH:5][C:4]([C:13]2[CH:18]=[CH:17][CH:16]=[CH:15][CH:14]=2)=[N:3]1.[CH3:19][I:20]>C1C=CC=CC=1>[I-:20].[CH3:1][N+:2]1[N:3]([CH3:19])[C:4]([C:13]2[CH:18]=[CH:17][CH:16]=[CH:15][CH:14]=2)=[CH:5][C:6]=1[C:7]1[CH:12]=[CH:11][CH:10]=[CH:9][CH:8]=1 |f:3.4|. Procedure details: 5.0 Grams of 1-methyl-3,5-diphenylpyrazole is dissolved in 30 ml. of dry benzene with heating and constant stirring. 30.4 Grams of methyl iodide is added to the mixture, and the mixture heated to reflux. After refluxing for 12 hours, the mixture is cooled and filtered. The filtrate is again refluxed and as product forms, it is separated from the mixture by filtration. The total amount of solid recovered is 1.21 grams, 15% yield, having a melting point of 167° C. to 169° C. Reactants: Cl.C(C)OC([C@@H](N)CCC(=O)OCC)=O (diethyl-L-glutamate hydrochloride), C(C)(C)(C)OC(=O)NCC1=CC=C(C(=O)O)C=C1 (4-[[N-(tert-butyloxycarbonyl)amino]methyl]benzoic acid), CN1CCOCC1 (N-methylmorpholin), C(C(C)C)OC(=O)Cl (isobutylchloroformate), CN1CCOCC1 (N-methylmorpholin). Run in CN(C)C=O (DMF). Conditions: time 20 minute. Product: C(C)OC([C@@H](NC(C1=CC=C(C=C1)CNC(=O)OC(C)(C)C)=O)CCC(=O)OCC)=O (Diethyl-N-[4-[[N-(tert-butyloxycarbonyl)amino]methyl]benzoyl]-L-glutamate). Yield: 59.0%. RXN SMILES: [C:1]([O:5][C:6]([NH:8][CH2:9][C:10]1[CH:18]=[CH:17][C:13]([C:14]([OH:16])=O)=[CH:12][CH:11]=1)=[O:7])([CH3:4])([CH3:3])[CH3:2].CN1CCOCC1.C(OC(Cl)=O)C(C)C.Cl.[CH2:35]([O:37][C:38](=[O:48])[C@H:39]([CH2:41][CH2:42][C:43]([O:45][CH2:46][CH3:47])=[O:44])[NH2:40])[CH3:36]>CN(C=O)C>[CH2:35]([O:37][C:38](=[O:48])[C@H:39]([CH2:41][CH2:42][C:43]([O:45][CH2:46][CH3:47])=[O:44])[NH:40][C:14](=[O:16])[C:13]1[CH:12]=[CH:11][C:10]([CH2:9][NH:8][C:6]([O:5][C:1]([CH3:2])([CH3:3])[CH3:4])=[O:7])=[CH:18][CH:17]=1)[CH3:36] |f:3.4|. Procedure: A solution containing about 1.26 g of Compound 39 in about 20 ml anhydrous DMF under nitrogen was cooled in an ice-salt bath. About 0.55 ml of N-methylmorpholin was added to the cooled solution, followed 5 minutes later by about 0.65 ml isobutylchloroformate. After stirring for a period of about 20 minutes, 1.20 g diethyl-L-glutamate hydrochloride was added, followed immediately by about 0.55 ml N-methylmorpholin. The reaction mixture was warmed to room temperature and stirred for 12 hours. At t... Reactants: Cl.Cl.ClC1=CC(=C(C=C1F)C=1N=C(C2=C(N1)C=CS2)N2CCNCC2)F (2-(4-chloro-2,5-difluorophenyl)-4-piperazine-1-ylthieno[3,2-d]pyrimidine dihydrochloride), OCC(=O)O (hydroxyacetic acid), C=1C=CC2=C(C1)N=NN2O (HOBt), CCN=C=NCCCN(C)C (EDCI). Solvent: O (water), CN(C)C=O (DMF), C(C)N(CC)CC (triethylamine). Conditions: time 2 day. Product: Cl.ClC1=CC(=C(C=C1F)C=1N=C(C2=C(N1)C=CS2)N2CCN(CC2)C(CO)=O)F (2-{4-[2-(4-chloro-2,5-difluorophenyl)thieno[3,2-d]pyrimidine-4-yl]piperazine-1-yl}-2-oxoethanol hydrochloride). Yield: 185.7%. RXN SMILES: Cl.Cl.[Cl:3][C:4]1[C:9]([F:10])=[CH:8][C:7]([C:11]2[N:12]=[C:13]([N:20]3[CH2:25][CH2:24][NH:23][CH2:22][CH2:21]3)[C:14]3[S:19][CH:18]=[CH:17][C:15]=3[N:16]=2)=[C:6]([F:26])[CH:5]=1.[OH:27][CH2:28][C:29](O)=[O:30].C1C=CC2N(O)N=NC=2C=1.CCN=C=NCCCN(C)C>O.CN(C=O)C.C(N(CC)CC)C>[ClH:3].[Cl:3][C:4]1[C:9]([F:10])=[CH:8][C:7]([C:11]2[N:12]=[C:13]([N:20]3[CH2:21][CH2:22][N:23]([C:28](=[O:27])[CH2:29][OH:30])[CH2:24][CH2:25]3)[C:14]3[S:19][CH:18]=[CH:17][C:15]=3[N:16]=2)=[C:6]([F:26])[CH:5]=1 |f:0.1.2,9.10|. Procedure: A mixture of 500 mg of 2-(4-chloro-2,5-difluorophenyl)-4-piperazine-1-ylthieno[3,2-d]pyrimidine dihydrochloride, 104 mg of hydroxyacetic acid, 0.32 ml of triethylamine, 184 mg of HOBt, 261 mg of EDCI and 10 ml of DMF was stirred for two days at room temperature. 70 ml of water was added to the reaction mixture. After the precipitate was filtered and washed with water, it was dried at 50° C. under reduced pressure. The obtained solid was dissolved in 10 ml of THF and was added to 2 ml of 4M HCl-d...